Dataset: the Open Reaction Database (ORD), a public repository of structured organic reaction records. Task: describe an organic reaction: reactants, conditions, products, and yield The reactants are NC=1C=C(C=NC1)C(=O)C1=CN(C2=C1C=NC=C2)C(CO[Si](C)(C)C(C)(C)C)(C)C ((5-Amino-pyridin-3-yl)-{1-[2-(tert-butyl-dimethyl-silanyloxy)-1,1-dimethyl-ethyl]-1H-pyrrolo[3,2-c]pyridin-3-yl}-methanone), FC(C=1N=NN(C1)CC(=O)O)(F)F ([4-(trifluoromethyl)-1H-1,2,3-triazol-1-yl]acetic acid). Yields the product [Si](C)(C)(C(C)(C)C)OCC(C)(C)N1C=C(C=2C=NC=CC21)C(=O)C=2C=C(C=NC2)NC(CN2N=NC(=C2)C(F)(F)F)=O (N-(5-{[1-(2-{[tert-butyl(dimethyl)silyl]oxy}-1,1-dimethylethyl)-1H-pyrrolo[3,2-c]pyridin-3-yl]carbonyl}pyridin-3-yl)-2-[4-(trifluoromethyl)-1H-1,2,3-triazol-1-yl]acetamide). Reaction SMILES: [NH2:1][C:2]1[CH:3]=[C:4]([C:8]([C:10]2[C:14]3[CH:15]=[N:16][CH:17]=[CH:18][C:13]=3[N:12]([C:19]([CH3:30])([CH3:29])[CH2:20][O:21][Si:22]([C:25]([CH3:28])([CH3:27])[CH3:26])([CH3:24])[CH3:23])[CH:11]=2)=[O:9])[CH:5]=[N:6][CH:7]=1.[F:31][C:32]([F:43])([F:42])[C:33]1[N:34]=[N:35][N:36]([CH2:38][C:39](O)=[O:40])[CH:37]=1>>[Si:22]([O:21][CH2:20][C:19]([N:12]1[C:13]2[CH:18]=[CH:17][N:16]=[CH:15][C:14]=2[C:10]([C:8]([C:4]2[CH:3]=[C:2]([NH:1][C:39](=[O:40])[CH2:38][N:36]3[CH:37]=[C:33]([C:32]([F:42])([F:31])[F:43])[N:34]=[N:35]3)[CH:7]=[N:6][CH:5]=2)=[O:9])=[CH:11]1)([CH3:30])[CH3:29])([C:25]([CH3:28])([CH3:27])[CH3:26])([CH3:23])[CH3:24]. Reported procedure: Prepared according to Method Z (Preparation 8) using (5-Amino-pyridin-3-yl)-{1-[2-(tert-butyl-dimethyl-silanyloxy)-1,1-dimethyl-ethyl]-1H-pyrrolo[3,2-c]pyridin-3-yl}-methanone (Preparation 28) and [4-(trifluoromethyl)-1H-1,2,3-triazol-1-yl]acetic acid (Preparation 90).